Dataset: the Open Reaction Database (ORD), a public repository of structured organic reaction records. Task: describe an organic reaction: reactants, conditions, products, and yield Starting materials: CCO, Cc1ccncn1, Cl, CCON=O. Product: ON=Cc1ccncn1. RXN SMILES: [CH3:14][CH2:15][OH:16].[CH3:1][c:2]1[n:3][cH:4][n:5][cH:6][cH:7]1.[ClH:8].[N:9](=[O:10])[O:11][CH2:12][CH3:13]>>[CH:1]([c:2]1[n:3][cH:4][n:5][cH:6][cH:7]1)=[N:9][OH:10]. Reactants: CCC1(NCC2CCc3cccc(OC)c3O2)C=CC=CC1, CCO. Yields the product COc1cccc2c1OC(CN)CC2. As a reaction SMILES: [CH3:1][O:2][c:3]1[cH:4][cH:5][cH:6][c:7]2[c:12]1[O:11][CH:10]([CH2:13][NH:14][C:15]1([CH2:21][CH3:22])[CH:16]=[CH:17][CH:18]=[CH:19][CH2:20]1)[CH2:9][CH2:8]2.[CH3:23][CH2:24][OH:25]>>[CH3:1][O:2][c:3]1[cH:4][cH:5][cH:6][c:7]2[c:12]1[O:11][CH:10]([CH2:13][NH2:14])[CH2:9][CH2:8]2. Starting materials: CN1C(C(C(N(C2=C1C=CC=C2)C)=O)(C)C)=O (2,3,4,5-tetrahydro-1,3,3,5-tetramethyl-2,4-dioxo-1H-1,5-benzodiazepine), [N+](=O)(O)[O-] (nitric acid). The solvent is C(C)(=O)OC(C)=O (acetic anhydride), C(C)(=O)O (acetic acid), C(C)(=O)OC(C)=O (acetic anhydride). Run at time 3 day. The product is CN1C(C(C(N(C2=C1C=CC(=C2)[N+](=O)[O-])C)=O)(C)C)=O (2,3,4,5-tetrahydro-1,3,3,5-tetramethyl-7-nitro-2,4-dioxo-1H-1,5-benzodiazepine). As a reaction SMILES: [N+:1]([O-:4])(O)=[O:2].[CH3:5][N:6]1[C:12]2[CH:13]=[CH:14][CH:15]=[CH:16][C:11]=2[N:10]([CH3:17])[C:9](=[O:18])[C:8]([CH3:20])([CH3:19])[C:7]1=[O:21]>C(OC(=O)C)(=O)C.C(O)(=O)C>[CH3:17][N:10]1[C:11]2[CH:16]=[CH:15][C:14]([N+:1]([O-:4])=[O:2])=[CH:13][C:12]=2[N:6]([CH3:5])[C:7](=[O:21])[C:8]([CH3:19])([CH3:20])[C:9]1=[O:18]. Procedure: 1.3 ml of nitric acid (65%) were cautiously added dropwise at 0° C. to 5.1 ml of acetic anhydride. The solution was added to a solution of 3.00 g of 2,3,4,5-tetrahydro-1,3,3,5-tetramethyl-2,4-dioxo-1H-1,5-benzodiazepine in 6.5 ml of acetic anhydride and 2.1 ml of glacial acetic acid. The reaction mixture was left to stand at room temperature for 3 days, filtered, the residue was washed thoroughly with water, dried and recrystallized from ethanol. There were obtained 2.11 g of 2,3,4,5-tetrahydro-... The reactants are CC(=O)OC(C)=O, CN(C)c1ccncc1, Cn1c(=O)cc(N)c2cc(-c3ccc(Cl)cc3)c(-c3ccc(Cl)cc3Cl)nc21, c1ccncc1. Yields the product CC(=O)Nc1cc(=O)n(C)c2nc(-c3ccc(Cl)cc3Cl)c(-c3ccc(Cl)cc3)cc12. RXN SMILES: [CH3:29][C:30](=[O:31])[O:32][C:33](=[O:34])[CH3:35].[CH3:36][N:37]([c:38]1[cH:39][cH:40][n:41][cH:42][cH:43]1)[CH3:44].[NH2:1][c:2]1[cH:3][c:4](=[O:28])[n:5]([CH3:27])[c:6]2[n:7][c:8](-[c:19]3[c:20]([Cl:26])[cH:21][c:22]([Cl:25])[cH:23][cH:24]3)[c:9](-[c:12]3[cH:13][cH:14][c:15]([Cl:18])[cH:16][cH:17]3)[cH:10][c:11]12.[cH:45]1[cH:46][cH:47][n:48][cH:49][cH:50]1>>[NH:1]([c:2]1[cH:3][c:4](=[O:28])[n:5]([CH3:27])[c:6]2[n:7][c:8](-[c:19]3[c:20]([Cl:26])[cH:21][c:22]([Cl:25])[cH:23][cH:24]3)[c:9](-[c:12]3[cH:13][cH:14][c:15]([Cl:18])[cH:16][cH:17]3)[cH:10][c:11]12)[C:30]([CH3:29])=[O:31]. Starting materials: C(C(C)C)N1N=CC(=C1)B1OC(C(O1)(C)C)(C)C (1-isobutyl-4-(4,4,5,5-tetramethyl-1,3,2-dioxaborolan-2-yl)-1H-pyrazole), BrC1=CC=C(C=C1)NC(=O)NCC=1C=CC=2N(C1)C=CN2 (1-(4-bromophenyl)-3-(imidazo[1,2-a]pyridin-6-ylmethyl)urea), BrC1=CC=C(N)C=C1 (4-bromoaniline). Yields the product N=1C=CN2C1C=CC(=C2)CNC(=O)NC2=CC=C(C=C2)C=2C=NN(C2)CCC (1-(imidazo[1,2-a]pyridin-6-ylmethyl)-3-[4-(1-propyl-1H-pyrazol-4-yl)phenyl]urea). As a reaction SMILES: [CH2:1]([N:5]1[CH:9]=[C:8](B2OC(C)(C)C(C)(C)O2)[CH:7]=[N:6]1)[CH:2]([CH3:4])C.Br[C:20]1[CH:25]=[CH:24][C:23]([NH:26][C:27]([NH:29][CH2:30][C:31]2[CH:32]=[CH:33][C:34]3[N:35]([CH:37]=[CH:38][N:39]=3)[CH:36]=2)=[O:28])=[CH:22][CH:21]=1.BrC1C=CC(N)=CC=1>>[N:39]1[CH:38]=[CH:37][N:35]2[CH:36]=[C:31]([CH2:30][NH:29][C:27]([NH:26][C:23]3[CH:24]=[CH:25][C:20]([C:8]4[CH:7]=[N:6][N:5]([CH2:1][CH2:2][CH3:4])[CH:9]=4)=[CH:21][CH:22]=3)=[O:28])[CH:32]=[CH:33][C:34]=12. Procedure: The title compound was prepared as described in Example 51A, substituting 1-propyl-4-(4,4,5,5-tetramethyl-1,3,2-dioxaborolan-2-yl)-1H-pyrazole for 1-isobutyl-4-(4,4,5,5-tetramethyl-1,3,2-dioxaborolan-2-yl)-1H-pyrazole and 1-(4-bromophenyl)-3-(imidazo[1,2-a]pyridin-6-ylmethyl)urea for 4-bromoaniline. 1H NMR (300 MHz, DMSO-d6) δ ppm 8.59 (s, 1H), 8.44 (s, 1H), 8.04 (s, 1H), 7.95 (s, 1H), 7.76 (s, 1H), 7.57-7.50 (m, 2H), 7.48-7.32 (m, 4H), 7.21 (dd, J=9.2, 1.7 Hz, 1H), 6.65 (t, J=5.9 Hz, 1H), 4.30 ...